describe an organic reaction: reactants, conditions, products, and yield From a dataset of the Open Reaction Database (ORD), a public repository of structured organic reaction records. Procedure details: Following the procedure of Example 97, the reaction of pyrazole with 2-chloro-6-ethyl-4-(3-nitrobenzylamino)-thieno-[2,3-d]-pyrimidine gives 2-(pyrazol-1-yl)-6-ethyl-4-(3-nitrobenzylamino)-thieno-[2,3-d]-pyrimidine. Reaction SMILES: [NH:1]1[CH:5]=[CH:4][CH:3]=[N:2]1.Cl[C:7]1[N:8]=[C:9]([NH:18][CH2:19][C:20]2[CH:25]=[CH:24][CH:23]=[C:22]([N+:26]([O-:28])=[O:27])[CH:21]=2)[C:10]2[CH:15]=[C:14]([CH2:16][CH3:17])[S:13][C:11]=2[N:12]=1>>[N:1]1([C:7]2[N:8]=[C:9]([NH:18][CH2:19][C:20]3[CH:25]=[CH:24][CH:23]=[C:22]([N+:26]([O-:28])=[O:27])[CH:21]=3)[C:10]3[CH:15]=[C:14]([CH2:16][CH3:17])[S:13][C:11]=3[N:12]=2)[CH:5]=[CH:4][CH:3]=[N:2]1. Reactants: N1N=CC=C1 (pyrazole), ClC=1N=C(C2=C(N1)SC(=C2)CC)NCC2=CC(=CC=C2)[N+](=O)[O-] (2-chloro-6-ethyl-4-(3-nitrobenzylamino)-thieno-[2,3-d]-pyrimidine). The product is N1(N=CC=C1)C=1N=C(C2=C(N1)SC(=C2)CC)NCC2=CC(=CC=C2)[N+](=O)[O-] (2-(pyrazol-1-yl)-6-ethyl-4-(3-nitrobenzylamino)-thieno-[2,3-d]-pyrimidine). Reactants: COC(=O)C(CCS(C)(=O)=O)O[Si](c1ccccc1)(c1ccccc1)C(C)(C)C, C1CCOC1, CCCC[N+](CCCC)(CCCC)CCCC, [F-]. The product is COC(=O)C(O)CCS(C)(=O)=O. As a reaction SMILES: [C:19]([Si:20]([c:21]1[cH:22][cH:23][cH:36][cH:37][cH:38]1)([O:24][CH:25]([C:26](=[O:27])[O:28][CH3:29])[CH2:30][CH2:31][S:32](=[O:33])(=[O:34])[CH3:35])[c:39]1[cH:40][cH:41][cH:42][cH:43][cH:44]1)([CH3:45])([CH3:46])[CH3:47].[CH2:48]1[O:49][CH2:50][CH2:51][CH2:52]1.[CH3:2][CH2:3][CH2:4][CH2:5][N+:6]([CH2:7][CH2:8][CH2:9][CH3:10])([CH2:11][CH2:12][CH2:13][CH3:14])[CH2:15][CH2:16][CH2:17][CH3:18].[F-:1]>>[OH:24][CH:25]([C:26](=[O:27])[O:28][CH3:29])[CH2:30][CH2:31][S:32](=[O:33])(=[O:34])[CH3:35]. Starting materials: C(C)(=O)NC1=CC=C(C(=O)[C@@H]2[C@@H](C2)C(=O)O)C=C1 (cis-2-(p-acetylaminobenzoyl)-cyclopropanecarboxylic acid), O.NN (hydrazine hydrate). Solvent: C(C)O (ethanol). Yields the product C(C)(=O)NC1=CC=C(C=C1)C=1C2CC2C(NN1)=O (2-(p-acetylaminophenyl)-3,4-diaza-bicyclo[4.1.0]hept-2-en-5-one). The yield is 84.6%. RXN SMILES: [C:1]([NH:4][C:5]1[CH:18]=[CH:17][C:8]([C:9]([C@H:11]2[CH2:13][C@H:12]2[C:14](O)=[O:15])=O)=[CH:7][CH:6]=1)(=[O:3])[CH3:2].O.[NH2:20][NH2:21]>C(O)C>[C:1]([NH:4][C:5]1[CH:18]=[CH:17][C:8]([C:9]2[CH:11]3[CH:12]([C:14](=[O:15])[NH:20][N:21]=2)[CH2:13]3)=[CH:7][CH:6]=1)(=[O:3])[CH3:2] |f:1.2|. Procedure: 6.0 g (24.3 millimoles) of cis-2-(p-acetylaminobenzoyl)-cyclopropanecarboxylic acid, 1.33 g (26.6 millimoles) of hydrazine hydrate and 150 ml of ethanol are refluxed for 6 hours. After filtering off the product at 0° C. and drying it under reduced pressure at 50° C., 5.0 g (85% of theory) of 2-(p-acetylaminophenyl)-3,4-diaza-bicyclo[4.1.0]hept-2-en-5-one are isolated as colorless crystals, melting point 269°-270° C. after recrystallization from a methanol/water mixture. Reactants: NC1CCN(CC1)CC1CN2C=3C1=C(C=NC3C=CC2=O)Cl (4-[(4-amino-1-piperidinyl)methyl]-3-chloro-4,5-dihydro-7H-pyrrolo[3,2,1-de]-1,5-naphthyridin-7-one), O=C1NC2=C(OC1)C=CC(=N2)C=O (3-oxo-3,4-dihydro-2H-pyrido[3,2-b][1,4]oxazine-6-carboxaldehyde). Product: Cl.ClC=1C=NC=2C=CC(N3C2C1C(C3)CN3CCC(CC3)NCC=3C=CC=1OCC(NC1N3)=O)=O (3-Chloro-4-[(4-{[(3-oxo-3,4-dihydro-2H-pyrido[3,2-b][1,4]oxazin-6-yl)methyl]amino}-1-piperidinyl)methyl]-4,5-dihydro-7H-pyrrolo[3,2,1-de]-1,5-naphthyridin-7-one Hydrochloride). The yield is 76.0%. Reaction SMILES: [NH2:1][CH:2]1[CH2:7][CH2:6][N:5]([CH2:8][CH:9]2[C:13]3=[C:14]([Cl:22])[CH:15]=[N:16][C:17]4[CH:18]=[CH:19][C:20](=[O:21])[N:11]([C:12]=43)[CH2:10]2)[CH2:4][CH2:3]1.[O:23]=[C:24]1[CH2:29][O:28][C:27]2[CH:30]=[CH:31][C:32]([CH:34]=O)=[N:33][C:26]=2[NH:25]1>>[ClH:22].[Cl:22][C:14]1[CH:15]=[N:16][C:17]2[CH:18]=[CH:19][C:20](=[O:21])[N:11]3[CH2:10][CH:9]([CH2:8][N:5]4[CH2:6][CH2:7][CH:2]([NH:1][CH2:34][C:32]5[CH:31]=[CH:30][C:27]6[O:28][CH2:29][C:24](=[O:23])[NH:25][C:26]=6[N:33]=5)[CH2:3][CH2:4]4)[C:13]=1[C:12]=23 |f:2.3|. Reported procedure: The free base of the title compound was prepared from 4-[(4-amino-1-piperidinyl)methyl]-3-chloro-4,5-dihydro-7H-pyrrolo[3,2,1-de]-1,5-naphthyridin-7-one (75 mg) and 3-oxo-3,4-dihydro-2H-pyrido[3,2-b][1,4]oxazine-6-carboxaldehyde (for a synthesis see WO2003087098, Example 31(e)) (42 mg) according to the general method of Example 2(h) in 76% yield. Reactants: ClCCCN1C(NC2=C1C=CC=C2)=O (1-(3-chloropropyl)-1,3-dihydro-2H-benzimidazol-2-one), FC1=CC=C(C=C1)N1CNC(C12CCNCC2)=O (1-(p-fluorophenyl)-1,3,8-triazaspiro[4,5]decan-4-one), C([O-])([O-])=O.[Na+].[Na+] (sodium carbonate), [I-].[K+] (potassium iodide). Solvent: CC(CC(C)=O)C (4-methyl-2-pentanone). Yields the product O=C1NC2=C(N1CCCN1CCC3(C(NCN3C3=CC=C(C=C3)F)=O)CC1)C=CC=C2 (8-[3-(1,3-dihydro-2-oxo-2H-benzimidazol-1-yl)propyl]-1-(4-fluorophenyl)-1,3,8-triazaspiro-[4,5]-decan-4-one). Reaction SMILES: Cl[CH2:2][CH2:3][CH2:4][N:5]1[C:9]2[CH:10]=[CH:11][CH:12]=[CH:13][C:8]=2[NH:7][C:6]1=[O:14].[F:15][C:16]1[CH:21]=[CH:20][C:19]([N:22]2[C:26]3([CH2:31][CH2:30][NH:29][CH2:28][CH2:27]3)[C:25](=[O:32])[NH:24][CH2:23]2)=[CH:18][CH:17]=1.C(=O)([O-])[O-].[Na+].[Na+].[I-].[K+]>CC(C)CC(=O)C>[O:14]=[C:6]1[N:5]([CH2:4][CH2:3][CH2:2][N:29]2[CH2:28][CH2:27][C:26]3([N:22]([C:19]4[CH:18]=[CH:17][C:16]([F:15])=[CH:21][CH:20]=4)[CH2:23][NH:24][C:25]3=[O:32])[CH2:31][CH2:30]2)[C:9]2[CH:10]=[CH:11][CH:12]=[CH:13][C:8]=2[NH:7]1 |f:2.3.4,5.6|. Reported procedure: A mixture of 4.6 parts of 1-(3-chloropropyl)-1,3-dihydro-2H-benzimidazol-2-one, 5 parts of 1-(p-fluorophenyl)-1,3,8-triazaspiro[4,5]decan-4-one, 10 parts of sodium carbonate, 0.2 parts of potassium iodide and 80 parts of 4-methyl-2-pentanone is stirred and refluxed overnight. After cooling, the precipitated product is filtered off and triturated twice: first in a boiling mixture of 4-methyl-2-pentanone and 2-propanol and then in boiling methanol. It is filtered off again and crystallized from a ... Reactants: CN(C(C)=O)C1=CC(=CC=C1)C=1N=NC(=CC1)Cl (N-methyl-N-[3-(6-chloro-3-pyridazinyl)phenyl]acetamide), NNC(=S)N (thiosemicarbazide). Solvent: C(C)O (ethanol). Yields the product CN(C(C)=O)C1=CC(=CC=C1)C=1C=CC=2N(N1)C(=NN2)N (N-Methyl-N-[3-(3-amino-1,2,4-triazolo[4,3-b]pyridazin-6-yl)phenyl]acetamide). Yield: 25.3%. RXN SMILES: [CH3:1][N:2]([C:6]1[CH:11]=[CH:10][CH:9]=[C:8]([C:12]2[N:13]=[N:14][C:15](Cl)=[CH:16][CH:17]=2)[CH:7]=1)[C:3](=[O:5])[CH3:4].[NH2:19][NH:20][C:21]([NH2:23])=S>C(O)C>[CH3:1][N:2]([C:6]1[CH:11]=[CH:10][CH:9]=[C:8]([C:12]2[CH:17]=[CH:16][C:15]3[N:14]([C:21]([NH2:23])=[N:20][N:19]=3)[N:13]=2)[CH:7]=1)[C:3](=[O:5])[CH3:4]. Reported procedure: A solution of 2.2 g of N-methyl-N-[3-(6-chloro-3-pyridazinyl)phenyl]acetamide and 1.5 g of thiosemicarbazide in 100 ml of ethanol was refluxed for 5 hours, then the solvent was removed in vacuo. To the residue was added 100 ml of glacial acetic acid, this mixture was refluxed 18 hours, then the acetic acid was removed in vacuo. Saturated aqueous sodium bicarbonate was added to neutralize the mixture which was then extracted with dichloromethane:methanol (9:1). The extract was washed with water, ... Reactants: ClC1=CC=C2C3(C(NC2=C1)=O)C(CC(CC3OCC(C)(C)C)=O)C3=CC(=CC=C3)Cl (rac-(1R,2S,6R)-6′-chloro-2-(3-chlorophenyl)-6-(2,2-dimethylpropoxy)-spiro[cyclohexane-1,3′-[3H]indole]-2′,4(1′H)-dione), C1(=CC=C(C=C1)S(=O)(=O)Cl)C (p-toluenesulfonyl chloride), ClCCl (dichloromethane), NO.Cl (NH2OH—HCl), [OH-].[Na+] (NaOH). Run in CCOC(=O)C (AcOEt), CCO.O (EtOH water). Reaction conditions: temperature 100 celsius. Yields the product ClC1=CC=C2C3(C(NC2=C1)=O)C(CNC(CC3OCC(C)(C)C)=O)C3=CC(=CC=C3)Cl (6′-chloro-3-(3-chlorophenyl)-5-(2,2-dimethylpropoxy)-1,1′,2,2′,3,5,6,7-octahydrospiro[4H-azepine-4,3′-[3H]-indole]-2′,7-dione). Reaction SMILES: [Cl:1][C:2]1[CH:10]=[C:9]2[C:5]([C:6]3([CH:16]([O:17][CH2:18][C:19]([CH3:22])([CH3:21])[CH3:20])[CH2:15][C:14](=[O:23])[CH2:13][CH:12]3[C:24]3[CH:29]=C[CH:27]=[C:26](Cl)[CH:25]=3)[C:7](=[O:11])[NH:8]2)=[CH:4][CH:3]=1.[NH2:31]O.Cl.[OH-].[Na+].C1(C)C=CC(S(Cl)(=O)=O)=CC=1.Cl[CH2:48][Cl:49]>CCO.O.CCOC(C)=O>[Cl:1][C:2]1[CH:10]=[C:9]2[C:5]([C:6]3([CH:16]([O:17][CH2:18][C:19]([CH3:22])([CH3:20])[CH3:21])[CH2:15][C:14](=[O:23])[NH:31][CH2:13][CH:12]3[C:24]3[CH:25]=[CH:26][CH:27]=[C:48]([Cl:49])[CH:29]=3)[C:7](=[O:11])[NH:8]2)=[CH:4][CH:3]=1 |f:1.2,3.4,7.8|. Procedure details: In a manner similar to the method described in example 2 (method B), rac-(1R,2S,6R)-6′-chloro-2-(3-chlorophenyl)-6-(2,2-dimethylpropoxy)-spiro[cyclohexane-1,3′-[3H]indole]-2′,4(1′H)-dione (167.0 mg, 0.37 mmole) was reacted with NH2OH—HCl (52.0 mg, 0.74 mmol), NaOH (30.0 mg, 0.74 mmole) in EtOH-water (3/2, 7.5 mL) at refluxing for 1 h, followed by reacting with p-toluenesulfonyl chloride (102.0 mg, 0.51 mmol) in dichloromethane (10 mL) at room temperature for 2 hrs, and heating under microwave ir... Reactants: C(CC(O)(C(=O)O)CC(=O)O)(=O)O (citric acid), [C@@H]1([C@H](O)[C@@H](O)[C@H](O)[C@H](O1)CO)OC1=NN(C(=C1CC1=CC=C(C=C1)OC)C)C1=CC=CC=C1 (3-(β-D-glucopyranosyloxy)-4-[(4-methoxyphenyl)methyl]-5-methyl-1-phenyl-1H-pyrazole), CC1=NC(=CC=C1)C (2,6-dimethylpyridine), ClC(=O)OCC (ethyl chloroformate). The solvent is C(C)#N (acetonitrile). Conditions: time 8 hour. Product: C(C)OC(=O)OC[C@@H]1[C@H]([C@@H]([C@H]([C@@H](O1)OC1=NN(C(=C1CC1=CC=C(C=C1)OC)C)C1=CC=CC=C1)O)O)O (3-(6-O-Ethoxycarbonyl-β-D-glucopyranosyloxy)-4-[(4-methoxyphenyl)methyl]-5-methyl-1-phenyl-1H-pyrazole). As a reaction SMILES: [C@@H:1]1([O:12][C:13]2[C:17]([CH2:18][C:19]3[CH:24]=[CH:23][C:22]([O:25][CH3:26])=[CH:21][CH:20]=3)=[C:16]([CH3:27])[N:15]([C:28]3[CH:33]=[CH:32][CH:31]=[CH:30][CH:29]=3)[N:14]=2)[O:9][C@H:8]([CH2:10][OH:11])[C@@H:6]([OH:7])[C@H:4]([OH:5])[C@H:2]1[OH:3].CC1C=CC=C(C)N=1.Cl[C:43]([O:45][CH2:46][CH3:47])=[O:44].C(O)(=O)CC(CC(O)=O)(C(O)=O)O>C(#N)C>[CH2:46]([O:45][C:43]([O:11][CH2:10][C@H:8]1[O:9][C@@H:1]([O:12][C:13]2[C:17]([CH2:18][C:19]3[CH:24]=[CH:23][C:22]([O:25][CH3:26])=[CH:21][CH:20]=3)=[C:16]([CH3:27])[N:15]([C:28]3[CH:33]=[CH:32][CH:31]=[CH:30][CH:29]=3)[N:14]=2)[C@H:2]([OH:3])[C@@H:4]([OH:5])[C@@H:6]1[OH:7])=[O:44])[CH3:47]. Procedure: To a solution of 3-(β-D-glucopyranosyloxy)-4-[(4-methoxyphenyl)methyl]-5-methyl-1-phenyl-1H-pyrazole (0.18 g) and 2,6-dimethylpyridine (0.069 mL) in acetonitrile (5 mL) was added ethyl chloroformate (0.045 mL), and the mixture was stirred at room temperature overnight. To the reaction mixture was added 10% aqueous citric acid solution, and the mixture was extracted with ethyl acetate. The organic layer was washed with brine and dried over anhydrous magnesium sulfate, and the solvent was removed ...